From a dataset of the Open Reaction Database (ORD), a public repository of structured organic reaction records. describe an organic reaction: reactants, conditions, products, and yield Reactants: CC(C)(C)O, O=C(OCc1ccccc1)C1CCC(C(=O)OCc2ccccc2)CC1, [K+], [OH-]. Yields the product O=C(O)C1CCC(C(=O)OCc2ccccc2)CC1. Reaction SMILES: [C:29]([OH:30])([CH3:31])([CH3:32])[CH3:33].[CH:1]1([C:17](=[O:18])[O:19][CH2:20][c:21]2[cH:22][cH:23][cH:24][cH:25][cH:26]2)[CH2:2][CH2:3][CH:4]([C:7](=[O:8])[O:9][CH2:10][c:11]2[cH:12][cH:13][cH:14][cH:15][cH:16]2)[CH2:5][CH2:6]1.[K+:28].[OH-:27]>>[CH:1]1([C:17](=[O:18])[OH:19])[CH2:2][CH2:3][CH:4]([C:7](=[O:8])[O:9][CH2:10][c:11]2[cH:12][cH:13][cH:14][cH:15][cH:16]2)[CH2:5][CH2:6]1. Starting materials: [OH-].[K+] (potassium hydroxide), O (water), N1N=NN=C1C(=O)OCC (ethyl tetrazole-5-carboxylate), CCO (EtOH). The product is N1N=NN=C1C(=O)[O-].[K+].[K+].N1N=NN=C1C(=O)[O-] (Dipotassium 1H-tetrazole-5-carboxylate). Yield: 128.0%. RXN SMILES: [OH-].[K+:2].O.[NH:4]1[C:8]([C:9]([O:11]CC)=[O:10])=[N:7][N:6]=[N:5]1.CCO>>[NH:4]1[C:8]([C:9]([O-:11])=[O:10])=[N:7][N:6]=[N:5]1.[K+:2].[K+:2].[NH:4]1[C:8]([C:9]([O-:11])=[O:10])=[N:7][N:6]=[N:5]1 |f:0.1,5.6.7.8|. Procedure details: A solution of potassium hydroxide (1.3 g, 23.2 mmol) in water (4.2 mL, 230 mmol) was added to a solution of ethyl tetrazole-5-carboxylate (1.1 g, 7.7 mmol) in EtOH (24 mL, 410 mmol). A solid product formed immediately and was collected and washed with cold EtOH to yield the title compound (1.5 g).